This data is from the Open Reaction Database (ORD), a public repository of structured organic reaction records. The task is: describe an organic reaction: reactants, conditions, products, and yield Reactants: CC(=O)O[BH-](OC(C)=O)OC(C)=O, Cc1cccc(S(=O)(=O)N(C)C2CCC(=O)C2)c1, ClCCCl, FC(F)(F)C1CCNCC1, [Na+], [Na+], [OH-]. Yields the product Cc1cccc(S(=O)(=O)N(C)C2CCC(N3CCC(C(F)(F)F)CC3)C2)c1. RXN SMILES: [C:1]([O:2][BH-:3]([O:4][C:5](=[O:6])[CH3:7])[O:8][C:9](=[O:10])[CH3:11])(=[O:12])[CH3:13].[CH3:15][c:16]1[cH:17][c:18]([S:22](=[O:23])(=[O:24])[N:25]([CH3:26])[CH:27]2[CH2:28][C:29](=[O:32])[CH2:30][CH2:31]2)[cH:19][cH:20][cH:21]1.[Cl:45][CH2:46][CH2:47][Cl:48].[F:33][C:34]([CH:35]1[CH2:36][CH2:37][NH:38][CH2:39][CH2:40]1)([F:41])[F:42].[Na+:14].[Na+:44].[OH-:43]>>[CH3:15][c:16]1[cH:17][c:18]([S:22](=[O:23])(=[O:24])[N:25]([CH3:26])[CH:27]2[CH2:28][CH:29]([N:38]3[CH2:37][CH2:36][CH:35]([C:34]([F:33])([F:41])[F:42])[CH2:40][CH2:39]3)[CH2:30][CH2:31]2)[cH:19][cH:20][cH:21]1. The reactants are CCOC(C)=O, OCc1ccc(OC(F)F)c(OC2CC2)c1, ClCCl, O=[Mn]=O. Product: O=Cc1ccc(OC(F)F)c(OC2CC2)c1. As a reaction SMILES: [CH3:20][CH2:21][O:22][C:23](=[O:24])[CH3:25].[CH:1]1([O:4][c:5]2[cH:6][c:7]([CH2:8][OH:9])[cH:10][cH:11][c:12]2[O:13][CH:14]([F:15])[F:16])[CH2:2][CH2:3]1.[Cl:17][CH2:18][Cl:19].[O:26]=[Mn:27]=[O:28]>>[CH:1]1([O:4][c:5]2[cH:6][c:7]([CH:8]=[O:9])[cH:10][cH:11][c:12]2[O:13][CH:14]([F:15])[F:16])[CH2:2][CH2:3]1. Starting materials: COC=1C(C(=C(C(C1OC)=O)C)CCC(=O)OC1=CC=C(C=C1)[N+](=O)[O-])=O (p-nitrophenyl 3-(2,3-dimethoxy-5-methyl-1,4-benzoquinon-6-yl)propionate), N1[C@H](C(=O)O)CCC1 (L-proline), C(C)N1CCOCC1 (N-ethylmorpholine). Run in CN(C=O)C (N,N-dimethylformamide). Run at time 2 day. The product is COC=1C(C(=C(C(C1OC)=O)C)CCC(=O)N1[C@H](C(=O)O)CCC1)=O (3-(2,3-dimethoxy-5-methyl-1,4-benzoquinon-6-yl)propionyl-L-proline). Yield: 46.1%. RXN SMILES: [CH3:1][O:2][C:3]1[C:4](=[O:27])[C:5]([CH2:13][CH2:14][C:15]([O:17]C2C=CC([N+]([O-])=O)=CC=2)=O)=[C:6]([CH3:12])[C:7](=[O:11])[C:8]=1[O:9][CH3:10].[NH:28]1[CH2:35][CH2:34][CH2:33][C@H:29]1[C:30]([OH:32])=[O:31].C(N1CCOCC1)C>CN(C)C=O>[CH3:1][O:2][C:3]1[C:4](=[O:27])[C:5]([CH2:13][CH2:14][C:15]([N:28]2[CH2:35][CH2:34][CH2:33][C@H:29]2[C:30]([OH:32])=[O:31])=[O:17])=[C:6]([CH3:12])[C:7](=[O:11])[C:8]=1[O:9][CH3:10]. Procedure details: To a solution of p-nitrophenyl 3-(2,3-dimethoxy-5-methyl-1,4-benzoquinon-6-yl)propionate (187 mg, 0.5 mmol) and L-proline (57 mg, 0.5 mmol) in N,N-dimethylformamide (5 ml) was added N-ethylmorpholine (128 μ1, 1.0 mmol). The mixture was stirred at room temperature for 2 days. Thereafter, the reaction mixture was further treated in the same manner as Example 1 to give 3-(2,3-dimethoxy-5-methyl-1,4-benzoquinon-6-yl)propionyl-L-proline (81 mg), melting at 131° C. Solvent: O (water). Reactants: S(O)(O)(=O)=O (sulfuric acid), [I-].[Na+] (sodium iodide), O.NN (hydrazine hydrate), C(C)(=O)C1=CC=CC=C1 (acetophenone), C(C1=CC=CC=C1)=O (benzaldehyde), [OH-].[Na+] (sodium hydroxide). Conditions: time 2 hour. Isolated yield 94.8%. Procedure details: 490 parts (3 mol) of 60% strength by weight sulfuric acid and 1.5 parts (0.01 mol) of sodium iodide were initially introduced into the stirring flask. 46.9 parts (0.75 mol) of 80% strength by weight hydrazine hydrate, 90 parts (0.75 mol) of acetophenone and 79.5 parts (0.75 mol) of benzaldehyde were simultaneously added dropwise at 120° C. in the course of 2 hours. By distilling off 120 parts of water the temperature was kept at 120° C. for 2 hours. The reaction mixture obtained was diluted with... RXN SMILES: S(=O)(=O)(O)O.[I-].[Na+].O.[NH2:9][NH2:10].[C:11]([C:14]1[CH:19]=[CH:18][CH:17]=[CH:16][CH:15]=1)(=O)[CH3:12].[CH:20](=O)[C:21]1[CH:26]=[CH:25][CH:24]=[CH:23][CH:22]=1.[OH-].[Na+]>O>[C:21]1([C:20]2[CH:12]=[C:11]([C:14]3[CH:19]=[CH:18][CH:17]=[CH:16][CH:15]=3)[NH:10][N:9]=2)[CH:26]=[CH:25][CH:24]=[CH:23][CH:22]=1 |f:1.2,3.4,7.8|. The product is C1(=CC=CC=C1)C1=NNC(=C1)C1=CC=CC=C1 (3,5-diphenylpyrazole). Starting materials: CC#N, Cc1ccc(NC(=O)Nc2nc(CC(=O)O)cs2)c(C(=O)C2CCCC2)c1, O=C1CCC(=O)N1Cl. Yields the product Cc1ccc(NC(=O)Nc2nc(CC(=O)O)c(Cl)s2)c(C(=O)C2CCCC2)c1. Reaction SMILES: [CH3:36][C:37]#[N:38].[CH:1]1([C:6](=[O:7])[c:8]2[c:9]([NH:15][C:16]([NH:17][c:18]3[s:19][cH:20][c:21]([CH2:23][C:24](=[O:25])[OH:26])[n:22]3)=[O:27])[cH:10][cH:11][c:12]([CH3:14])[cH:13]2)[CH2:2][CH2:3][CH2:4][CH2:5]1.[Cl:28][N:29]1[C:30](=[O:31])[CH2:32][CH2:33][C:34]1=[O:35]>>[CH:1]1([C:6](=[O:7])[c:8]2[c:9]([NH:15][C:16]([NH:17][c:18]3[s:19][c:20]([Cl:28])[c:21]([CH2:23][C:24](=[O:25])[OH:26])[n:22]3)=[O:27])[cH:10][cH:11][c:12]([CH3:14])[cH:13]2)[CH2:2][CH2:3][CH2:4][CH2:5]1. Starting materials: [BH4-], Cc1c(C)n(Cc2cccc(F)c2)c2c(N3CCc4ccccc4C3)nc(C=O)cc12, CO, CC(C)[O-], CC(C)[O-], CC(C)[O-], CC(C)[O-], NCc1cccc(Cl)c1, [Na+], O, [Ti+4]. The product is Cc1c(C)n(Cc2cccc(F)c2)c2c(N3CCc4ccccc4C3)nc(CNCc3cccc(Cl)c3)cc12. Reaction SMILES: [BH4-:41].[CH2:1]1[N:2]([c:11]2[n:12][c:13]([CH:30]=[O:31])[cH:14][c:15]3[c:16]2[n:17]([CH2:22][c:23]2[cH:24][c:25]([F:29])[cH:26][cH:27][cH:28]2)[c:18]([CH3:21])[c:19]3[CH3:20])[CH2:3][CH2:4][c:5]2[cH:6][cH:7][cH:8][cH:9][c:10]21.[CH3:44][OH:45].[CH3:46][CH:47]([CH3:48])[O-:49].[CH3:51][CH:52]([CH3:53])[O-:54].[CH3:55][CH:56]([CH3:57])[O-:58].[CH3:59][CH:60]([CH3:61])[O-:62].[Cl:32][c:33]1[cH:34][c:35]([CH2:36][NH2:37])[cH:38][cH:39][cH:40]1.[Na+:42].[OH2:43].[Ti+4:50]>>[CH2:1]1[N:2]([c:11]2[n:12][c:13]([CH2:30][NH:37][CH2:36][c:35]3[cH:34][c:33]([Cl:32])[cH:40][cH:39][cH:38]3)[cH:14][c:15]3[c:16]2[n:17]([CH2:22][c:23]2[cH:24][c:25]([F:29])[cH:26][cH:27][cH:28]2)[c:18]([CH3:21])[c:19]3[CH3:20])[CH2:3][CH2:4][c:5]2[cH:6][cH:7][cH:8][cH:9][c:10]21. Reactants: O (water), BrCC1=CC=C(C=C1)C1=C(C=CC=C1)C1=NN=NN1C(C1=CC=CC=C1)(C1=CC=CC=C1)C1=CC=CC=C1 (4'-bromomethyl-2-(1-triphenylmethyl-tetrazol-5-yl)-biphenyl), C(CCC)C=1NC2=C(N1)C=CC(=C2)N2C(CC(CC2=O)(C)C)=O (2-n-butyl-5-(3,3-dimethylglutarimido)-benzimidazole), CC(C)([O-])C.[K+] (potassium tert.-butoxide). Solvent: CS(=O)C (dimethylsulphoxide). Reaction conditions: time 3 hour. Product: C(CCC)C1=NC2=C(N1CC1=CC=C(C=C1)C1=C(C=CC=C1)C1=NN=NN1C(C1=CC=CC=C1)(C1=CC=CC=C1)C1=CC=CC=C1)C=C(C=C2)N2C(CC(CC2=O)(C)C)=O (4'-[[2-n-Butyl-6-(3,3-dimethylglutarimido)-benzimidazol-1-yl]methyl]-2-(1-triphenylmethyl-tetrazol-5-yl)-biphenyl). RXN SMILES: Br[CH2:2][C:3]1[CH:8]=[CH:7][C:6]([C:9]2[CH:14]=[CH:13][CH:12]=[CH:11][C:10]=2[C:15]2[N:19]([C:20]([C:33]3[CH:38]=[CH:37][CH:36]=[CH:35][CH:34]=3)([C:27]3[CH:32]=[CH:31][CH:30]=[CH:29][CH:28]=3)[C:21]3[CH:26]=[CH:25][CH:24]=[CH:23][CH:22]=3)[N:18]=[N:17][N:16]=2)=[CH:5][CH:4]=1.[CH2:39]([C:43]1[NH:44][C:45]2[CH:51]=[C:50]([N:52]3[C:57](=[O:58])[CH2:56][C:55]([CH3:60])([CH3:59])[CH2:54][C:53]3=[O:61])[CH:49]=[CH:48][C:46]=2[N:47]=1)[CH2:40][CH2:41][CH3:42].CC(C)([O-])C.[K+].O>CS(C)=O>[CH2:39]([C:43]1[N:44]([CH2:2][C:3]2[CH:8]=[CH:7][C:6]([C:9]3[CH:14]=[CH:13][CH:12]=[CH:11][C:10]=3[C:15]3[N:19]([C:20]([C:33]4[CH:38]=[CH:37][CH:36]=[CH:35][CH:34]=4)([C:27]4[CH:32]=[CH:31][CH:30]=[CH:29][CH:28]=4)[C:21]4[CH:26]=[CH:25][CH:24]=[CH:23][CH:22]=4)[N:18]=[N:17][N:16]=3)=[CH:5][CH:4]=2)[C:45]2[CH:51]=[C:50]([N:52]3[C:53](=[O:61])[CH2:54][C:55]([CH3:60])([CH3:59])[CH2:56][C:57]3=[O:58])[CH:49]=[CH:48][C:46]=2[N:47]=1)[CH2:40][CH2:41][CH3:42] |f:2.3|. Procedure: 1.8 g (3.3 mMol) of 4'-bromomethyl-2-(1-triphenylmethyl-tetrazol-5-yl)-biphenyl are added to a solution of 1.04 g (3.3 mMol) of 2-n-butyl-5-(3,3-dimethylglutarimido)-benzimidazole and 425 mg (3.8 mMol) of potassium tert.-butoxide in 25 ml of dimethylsulphoxide. The mixture is stirred for 3 hours at ambient temperature, then stirred into 150 ml of water, extracted three times with 30 ml of ethyl acetate, then the organic extracts are dried and concentrated by evaporation. The residue obtained is ... Reactants: BrC1=NC=C(C=C1)C (2-bromo-5-methylpyridine), C[Si](C)(C)C#C (trimethylsilylacetylene). The reagents and catalysts are [Cu]I (CuI), Cl[Pd]([P](C1=CC=CC=C1)(C2=CC=CC=C2)C3=CC=CC=C3)([P](C4=CC=CC=C4)(C5=CC=CC=C5)C6=CC=CC=C6)Cl (trans-dichlorobis(triphenylphosphine)palladium). Solvent: CCN(CC)CC (Et3N). Run at time 8 hour. The product is CC=1C=CC(=NC1)C#C[Si](C)(C)C (5-Methyl-2-trimethylsilanylethynyl-pyridine). The yield is 81.0%. Reaction SMILES: Br[C:2]1[CH:7]=[CH:6][C:5]([CH3:8])=[CH:4][N:3]=1.[CH3:9][Si:10]([C:13]#[CH:14])([CH3:12])[CH3:11]>CCN(CC)CC.[Cu]I.Cl[Pd](Cl)([P](C1C=CC=CC=1)(C1C=CC=CC=1)C1C=CC=CC=1)[P](C1C=CC=CC=1)(C1C=CC=CC=1)C1C=CC=CC=1>[CH3:8][C:5]1[CH:6]=[CH:7][C:2]([C:14]#[C:13][Si:10]([CH3:12])([CH3:11])[CH3:9])=[N:3][CH:4]=1 |^1:26,45|. Procedure details: To a solution of 2-bromo-5-methylpyridine (17.4 mmol) in 50 mL of degassed Et3N was added trimethylsilylacetylene (19.1 mmol), CuI, (1.74 mmol) and trans-dichlorobis(triphenylphosphine)palladium (1.74 mmol). The resulting solution was stirred at RT overnight under N2 atmosphere. The black solution was then hydrolyzed with 30 mL of H2O and extracted with Et20 (3×30 mL). Purification of the residue by column chromatography (hexane/Et2O 9/1) provided the desired compound in 81% yield as brown oil. ...